This data is from the Open Reaction Database (ORD), a public repository of structured organic reaction records. The task is: describe an organic reaction: reactants, conditions, products, and yield Reactants: OC=1C=C(C=O)C=CC1O (3,4-Dihydroxybenzaldehyde), CC(=CC=O)C (3-methylbut-2-enal). Run in N1=CC=CC=C1 (pyridine), C(Cl)Cl (methylene chloride). The product is OC=1C=C(C=C2C=CC(OC12)(C)C)C=O (8-Hydroxy-2,2-dimethyl-2H-chromene-6-carbaldehyde). As a reaction SMILES: [OH:1][C:2]1[CH:3]=[C:4]([CH:7]=[CH:8][C:9]=1[OH:10])[CH:5]=[O:6].[CH3:11][C:12]([CH3:16])=[CH:13][CH:14]=O>N1C=CC=CC=1.C(Cl)Cl>[OH:1][C:2]1[CH:3]=[C:4]([CH:5]=[O:6])[CH:7]=[C:8]2[C:9]=1[O:10][C:12]([CH3:16])([CH3:11])[CH:13]=[CH:14]2. Procedure details: 3,4-Dihydroxybenzaldehyde (2.3 g, 17 mmol) and 3-methylbut-2-enal (1 mL, 10 mmol) were dissolved in 3 mL of pyridine and refluxed overnight. Pyridine was evaporated under vacuum, and the crude reaction mixture was dissolved in methylene chloride. 9 (103 mg, 2.4%) was purified with silica gel chromatography with ethyl acetate/hexane (1/50). 1H NMR (CDCl3): δ 1.50 (s, 6H), 5.70 (d, J=10.1 Hz, 1H), 6.38 (d, J=10.1 Hz, 1H), 7.15 (d, J=2.14 Hz, 1H), 7.32 (d, J=1.83 Hz, 1H), 9.78 (s, 1H). The reactants are C(CCl)Cl (EDC), C1=CC2=C(N=C1)N(N=N2)O (HOAt), C(C)(C)(C)OC(=O)N[C@@H](C(=O)N1[C@H](C(=O)O)CCC1)C1CCCCC1 (1-{(2R)-2-[(tert-butoxycarbonyl)amino]-2-cyclohexylethanoyl}-L-proline), ClC=1C=CC(=C(C1)CN)C=1N=NSC1 (1-[5-Chloro-2-(1,2,3-thiadiazol-4-yl)phenyl]methanamine). Run in CN(C)C=O (DMF). The product is C(C)(C)(C)OC(=O)N[C@@H](C(=O)N1[C@H](C(=O)NCC2=C(C=CC(=C2)Cl)C=2N=NSC2)CCC1)C1CCCCC1 (1-{(2R)-2-[(tert-Butoxycarbonyl)amino]-2-cyclohexylethanoyl}-N-[5-chloro-2-(1,2,3-thiadiazol-4-yl)benzyl]-L-prolinamide). As a reaction SMILES: C(Cl)CCl.C1C=NC2N(O)N=NC=2C=1.[C:15]([O:19][C:20]([NH:22][C@H:23]([CH:34]1[CH2:39][CH2:38][CH2:37][CH2:36][CH2:35]1)[C:24]([N:26]1[CH2:33][CH2:32][CH2:31][C@H:27]1[C:28](O)=[O:29])=[O:25])=[O:21])([CH3:18])([CH3:17])[CH3:16].[Cl:40][C:41]1[CH:42]=[CH:43][C:44]([C:49]2[N:50]=[N:51][S:52][CH:53]=2)=[C:45]([CH2:47][NH2:48])[CH:46]=1>CN(C=O)C>[C:15]([O:19][C:20]([NH:22][C@H:23]([CH:34]1[CH2:35][CH2:36][CH2:37][CH2:38][CH2:39]1)[C:24]([N:26]1[CH2:33][CH2:32][CH2:31][C@H:27]1[C:28]([NH:48][CH2:47][C:45]1[CH:46]=[C:41]([Cl:40])[CH:42]=[CH:43][C:44]=1[C:49]1[N:50]=[N:51][S:52][CH:53]=1)=[O:29])=[O:25])=[O:21])([CH3:18])([CH3:16])[CH3:17]. Procedure: EDC (0.388 g, 2.02 mmol), HOAt (0.275 g, 2.02 mmol), and 1-{(2R)-2-[(tert-butoxycarbonyl)amino]-2-cyclohexylethanoyl}-L-proline (prepared by standard peptide coupling protocols, 0.551 g, 1.55 mol) were added to a stirred solution of 1-[5-Chloro-2-(1,2,3-thiadiazol-4-yl)phenyl]methanamine (0.351 g, 1.555 mmol) in DMF (7.8 mL). After 16 h the mixture was partitioned between EtOAc and water. The organic layer was washed with brine, dried (Na2SO4) and concentrated in vacuo. The product was purified ... The reactants are C(C)(=O)OC1=CC=C(C2=COC3=C(C(=CC=C3C2=O)OC(C)=O)OC(C)=O)C=C1 (4′,7,8-triacetoxyisoflavone). Reagents/catalysts: [Pd] (Palladium-on-charcoal). The solvent is CO (methanol). Reaction conditions: time 55 hour. Product: C(C)(=O)OC1=CC=C(C2COC3=C(C(=CC=C3C2O)OC(C)=O)OC(C)=O)C=C1 (4′,7,8-triacetoxyisoflavan-4-ol). Reaction SMILES: [C:1]([O:4][C:5]1[CH:29]=[CH:28][C:8]([C:9]2[C:18](=[O:19])[C:17]3[C:12](=[C:13]([O:24][C:25](=[O:27])[CH3:26])[C:14]([O:20][C:21](=[O:23])[CH3:22])=[CH:15][CH:16]=3)[O:11][CH:10]=2)=[CH:7][CH:6]=1)(=[O:3])[CH3:2]>CO.[Pd]>[C:1]([O:4][C:5]1[CH:29]=[CH:28][C:8]([CH:9]2[CH:18]([OH:19])[C:17]3[C:12](=[C:13]([O:24][C:25](=[O:27])[CH3:26])[C:14]([O:20][C:21](=[O:23])[CH3:22])=[CH:15][CH:16]=3)[O:11][CH2:10]2)=[CH:7][CH:6]=1)(=[O:3])[CH3:2]. Procedure: Palladium-on-charcoal (5%, 0.07 g) was added to a suspension of 4′,7,8-triacetoxyisoflavone (0.5 g, 1.3 mmol) in methanol (100 ml) and the mixture was stirred at room temperature under a hydrogen atmosphere for 55 h. The catalyst was removed by filtration through Celite and the filtrate was evaporated in vacuo to yield 4′,7,8-triacetoxyisoflavan-4-ol in quantitative yield. A nuclear magnetic resonance spectrum revealed the product to be a clean 1:1 mixture of cis- and trans-4′,7,8-triacetoxyisof... Reactants: [N+](#[C-])CC(=O)OC (methyl isocyanoacetate), C(C)(C)(C)OC(=O)N1CCNCC1 (piperazine-1-carboxylic acid tert-butyl ester). Run at time 1 hour. Yields the product [N+](#[C-])CC(=O)N1CCN(CC1)C(=O)OC(C)(C)C (tert-Butyl 4-(2-isocyanoacetyl)piperazine-1-carboxylate), oil. Yield: 6.5%. As a reaction SMILES: [N+:1]([CH2:3][C:4]([O:6]C)=O)#[C-:2].[C:8]([O:12][C:13]([N:15]1[CH2:20][CH2:19][NH:18][CH2:17][CH2:16]1)=[O:14])([CH3:11])([CH3:10])[CH3:9]>>[N+:1]([CH2:3][C:4]([N:18]1[CH2:17][CH2:16][N:15]([C:13]([O:12][C:8]([CH3:11])([CH3:10])[CH3:9])=[O:14])[CH2:20][CH2:19]1)=[O:6])#[C-:2]. Reported procedure: Prepared in accordance with Method B with methyl isocyanoacetate (2.51 g, 25.29 mmol) and piperazine-1-carboxylic acid tert-butyl ester (6.28 g, 33.85 mmol. The reaction mixture was stirred 1 h at RT and then concentrated. The residue was dissolved in dichloromethane (50 mL) and the organic layer was washed with 10% aqueous citric acid (2×25 mL), dried over MgSO4, filtered and evaporated. tert-Butyl 4-(2-isocyanoacetyl)piperazine-1-carboxylate SLA 07116C was obtained as a colorless oil (0.41 g, ... Reactants: [Br-], O=Cc1ccc(Br)o1, O=C([O-])[O-], Cc1ccccc1B(O)O, CCCC[N+](CCCC)(CCCC)CCCC, CCOC(C)=O, [K+], [K+], CC(=O)[O-], CC(=O)[O-], O, [Pd+2]. Product: Cc1ccccc1-c1ccc(C=O)o1. As a reaction SMILES: [Br-:25].[Br:1][c:2]1[cH:3][cH:4][c:5]([CH:7]=[O:8])[o:6]1.[C:9](=[O:10])([O-:11])[O-:12].[CH3:15][c:16]1[c:17]([B:22]([OH:23])[OH:24])[cH:18][cH:19][cH:20][cH:21]1.[CH3:26][CH2:27][CH2:28][CH2:29][N+:30]([CH2:31][CH2:32][CH2:33][CH3:34])([CH2:35][CH2:36][CH2:37][CH3:38])[CH2:39][CH2:40][CH2:41][CH3:42].[CH3:44][CH2:45][O:46][C:47](=[O:48])[CH3:49].[K+:13].[K+:14].[O-:51][C:52]([CH3:53])=[O:54].[O-:55][C:56]([CH3:57])=[O:58].[OH2:43].[Pd+2:50]>>[c:2]1(-[c:17]2[c:16]([CH3:15])[cH:21][cH:20][cH:19][cH:18]2)[cH:3][cH:4][c:5]([CH:7]=[O:8])[o:6]1. Starting materials: BrC1=NC=CC(=C1)C(C)(C)C (2-bromo-4-tert-butyl-pyridine), C1(=CC(=CC=C1)B(O)O)C1=CC=CC=C1 (3-biphenylboronic acid), Pd(Ph3)4, C(=O)([O-])[O-].[K+].[K+] (K2CO3), COCCOC (DME). Solvent: O (water). Yields the product C1(=CC(=CC=C1)C1=NC=CC(=C1)C(C)(C)C)C1=CC=CC=C1 (2-(biphenyl-3-yl)-4-tert-butylpyridine). Yield: 8.9%. RXN SMILES: Br[C:2]1[CH:7]=[C:6]([C:8]([CH3:11])([CH3:10])[CH3:9])[CH:5]=[CH:4][N:3]=1.[C:12]1([C:21]2[CH:26]=[CH:25][CH:24]=[CH:23][CH:22]=2)[CH:17]=[CH:16][CH:15]=[C:14](B(O)O)[CH:13]=1.C([O-])([O-])=O.[K+].[K+].COCCOC>O>[C:12]1([C:21]2[CH:22]=[CH:23][CH:24]=[CH:25][CH:26]=2)[CH:17]=[CH:16][CH:15]=[C:14]([C:2]2[CH:7]=[C:6]([C:8]([CH3:11])([CH3:10])[CH3:9])[CH:5]=[CH:4][N:3]=2)[CH:13]=1 |f:2.3.4|. Procedure details: 15.0 g (0.7 mol) of 2-bromo-4-tert-butyl-pyridine was added to 13.8 g (0.7 mol) of 3-biphenylboronic acid, 2.4 g (0.002 mol) of Pd(Ph3)4, 26 g (0.188 mol) of K2CO3, 100 mL of DME and 100 mL of water. The reaction mixture was refluxed for 20 hours and separated on silica gel column with 10% ethyl acetate in hexane. ˜18.0 g (˜90% yield) 2-(biphenyl-3-yl)-4-tert-butylpyridine was obtained. MS confirmed the desired product. Starting materials: COCC1CCCN1CCc1nc(-c2ccc(Br)cc2)oc1C, CS(=O)(=O)c1ccc(B(O)O)cc1. Product: COCC1CCCN1CCc1nc(-c2ccc(-c3ccc(S(C)(=O)=O)cc3)cc2)oc1C. Reaction SMILES: [Br:1][c:2]1[cH:3][cH:4][c:5](-[c:8]2[o:9][c:10]([CH3:23])[c:11]([CH2:13][CH2:14][N:15]3[CH:16]([CH2:20][O:21][CH3:22])[CH2:17][CH2:18][CH2:19]3)[n:12]2)[cH:6][cH:7]1.[CH3:24][S:25](=[O:26])(=[O:27])[c:28]1[cH:29][cH:30][c:31]([B:34]([OH:35])[OH:36])[cH:32][cH:33]1>>[c:2]1(-[c:31]2[cH:30][cH:29][c:28]([S:25]([CH3:24])(=[O:26])=[O:27])[cH:33][cH:32]2)[cH:3][cH:4][c:5](-[c:8]2[o:9][c:10]([CH3:23])[c:11]([CH2:13][CH2:14][N:15]3[CH:16]([CH2:20][O:21][CH3:22])[CH2:17][CH2:18][CH2:19]3)[n:12]2)[cH:6][cH:7]1. Yield: 16.6%. Reaction SMILES: [CH2:1]1[CH2:7][S:4](=[O:6])(=[O:5])[O:3][CH2:2]1.[CH:8]1([NH2:11])[CH2:10][CH2:9]1>C1COCC1>[CH:8]1([NH:11][CH2:2][CH2:1][CH2:7][S:4]([OH:3])(=[O:6])=[O:5])[CH2:10][CH2:9]1. Starting materials: C1COS(=O)(=O)C1 (1,3-propane sultone), C1(CC1)N (cyclopropanamine). Procedure: To a solution of 1,3-propane sultone (2.246 g, 18.39 mmol) in THF (20.0 mL) was added cyclopropanamine (1.214 mL, 17.51 mmol) at room temperature. Upon completion of addition, the reaction mixture was stirred at 40° C. for 30 min, at which point the mixture became a thick white paste. At the conclusion of this period, the reaction mixture was vigorously stirred at 65° C. for 2 h. After cooling to room temperature, the resulting solid was collected by filtration to afford the tilted compound (0.5... The solvent is C1CCOC1 (THF). Conditions: temperature 40 celsius, time 30 minute. The product is C1(CC1)NCCCS(=O)(=O)O (3-(Cyclopropylamino)propane-1-sulfonic acid). Starting materials: B(Br)(Br)Br.ClCCl (boron tribromide dichloromethane), N1(CCC1)C(=O)C1=CC(=C(OC=2C=C(C=C(C2)O[C@H](COC)C)C2=CC=C(N2)C=2OC(=NN2)C)C=C1)F (2-(5-{3-[4-(Azetidin-1-ylcarbonyl)-2-fluorophenoxy]-5-[(1S)-2-methoxy-1-methylethoxy]phenyl}-1H-pyrrol-2-yl)-5-methyl-1,3,4-oxadiazole), C(O)([O-])=O.[Na+] (sodium hydrogencarbonate). Run in ClCCl (dichloromethane). Reaction conditions: temperature 0 celsius, time 3 hour. The product is N1(CCC1)C(=O)C1=CC(=C(OC=2C=C(O[C@H](CO)C)C=C(C2)C=2NC(=CC2)C=2OC(=NN2)C)C=C1)F ((2S)-2-{3-[4-(Azetidin-1-ylcarbonyl)-2-fluorophenoxy]-5-[5-(5-methyl-1,3,4-oxadiazol-2-yl)-1H-pyrrol-2-yl]phenoxy}propan-1-ol). Yield: 20.9%. Reaction SMILES: [N:1]1([C:5]([C:7]2[CH:36]=[CH:35][C:10]([O:11][C:12]3[CH:13]=[C:14]([C:24]4[NH:28][C:27]([C:29]5[O:30][C:31]([CH3:34])=[N:32][N:33]=5)=[CH:26][CH:25]=4)[CH:15]=[C:16]([O:18][C@@H:19]([CH3:23])[CH2:20][O:21]C)[CH:17]=3)=[C:9]([F:37])[CH:8]=2)=[O:6])[CH2:4][CH2:3][CH2:2]1.B(Br)(Br)Br.ClCCl.C(=O)([O-])O.[Na+]>ClCCl>[N:1]1([C:5]([C:7]2[CH:36]=[CH:35][C:10]([O:11][C:12]3[CH:17]=[C:16]([CH:15]=[C:14]([C:24]4[NH:28][C:27]([C:29]5[O:30][C:31]([CH3:34])=[N:32][N:33]=5)=[CH:26][CH:25]=4)[CH:13]=3)[O:18][C@@H:19]([CH3:23])[CH2:20][OH:21])=[C:9]([F:37])[CH:8]=2)=[O:6])[CH2:4][CH2:3][CH2:2]1 |f:1.2,3.4|. Reported procedure: 2-(5-{3-[4-(Azetidin-1-ylcarbonyl)-2-fluorophenoxy]-5-[(1S)-2-methoxy-1-methylethoxy]phenyl}-1H-pyrrol-2-yl)-5-methyl-1,3,4-oxadiazole (379.2 mg, 0.748 mmol) synthesized in Example (66i) was dissolved in dichloromethane (15 mL), and a boron tribromide/dichloromethane solution (1M, 750 μL, 0.75 mmol) was added at −78° C. under nitrogen atmosphere, followed by stirring at 0° C. for 3 hours. To the reaction solution, a saturated aqueous sodium hydrogencarbonate solution was added, and extraction wa...